From a dataset of the Open Reaction Database (ORD), a public repository of structured organic reaction records. describe an organic reaction: reactants, conditions, products, and yield The reactants are COC1=C(C=C(C(=O)O)C=C1)\C=C\C1=CC=C(C=C1)OC(F)(F)F (4-methoxy-3-[(E)-2-(4-trifluoromethoxyphenyl)vinyl]benzoic acid), NC[C@H](CO)O ((R)-3-amino-1,2-propanediol). Yields the product O[C@H](CNC(C1=CC(=C(C=C1)OC)\C=C\C1=CC=C(C=C1)OC(F)(F)F)=O)CO ((R)—N-(2,3-dihydroxy-propyl)-4-methoxy-3-[(E)-2-(4-trifluoromethoxyphenyl)-vinyl]-benzamide). As a reaction SMILES: [CH3:1][O:2][C:3]1[CH:11]=[CH:10][C:6]([C:7]([OH:9])=O)=[CH:5][C:4]=1/[CH:12]=[CH:13]/[C:14]1[CH:19]=[CH:18][C:17]([O:20][C:21]([F:24])([F:23])[F:22])=[CH:16][CH:15]=1.[NH2:25][CH2:26][C@@H:27]([OH:30])[CH2:28][OH:29]>>[OH:30][C@@H:27]([CH2:28][OH:29])[CH2:26][NH:25][C:7](=[O:9])[C:6]1[CH:10]=[CH:11][C:3]([O:2][CH3:1])=[C:4](/[CH:12]=[CH:13]/[C:14]2[CH:15]=[CH:16][C:17]([O:20][C:21]([F:24])([F:23])[F:22])=[CH:18][CH:19]=2)[CH:5]=1. Procedure details: The captioned compound was synthesized from 4-methoxy-3-[(E)-2-(4-trifluoromethoxyphenyl)vinyl]-benzoic acid obtained in step B of Example 2-2-1 and (R)-3-amino-1,2-propanediol (produced by Wako Pure Chemical Industries) in accordance with the same procedure as in the methods described in step C of Example 1-2-3. Starting materials: CN(C)C1(c2cccc(F)c2)CCC(=CC(=O)NCCCc2ccccc2)CC1, CO. Yields the product CN(C)C1(c2cccc(F)c2)CCC(CC(=O)NCCCc2ccccc2)CC1. As a reaction SMILES: [CH3:1][N:2]([C:3]1([c:22]2[cH:23][c:24]([F:28])[cH:25][cH:26][cH:27]2)[CH2:4][CH2:5][C:6](=[CH:9][C:10](=[O:11])[NH:12][CH2:13][CH2:14][CH2:15][c:16]2[cH:17][cH:18][cH:19][cH:20][cH:21]2)[CH2:7][CH2:8]1)[CH3:29].[CH3:30][OH:31]>>[CH3:1][N:2]([C:3]1([c:22]2[cH:23][c:24]([F:28])[cH:25][cH:26][cH:27]2)[CH2:4][CH2:5][CH:6]([CH2:9][C:10](=[O:11])[NH:12][CH2:13][CH2:14][CH2:15][c:16]2[cH:17][cH:18][cH:19][cH:20][cH:21]2)[CH2:7][CH2:8]1)[CH3:29]. Reactants: C[O-], CO, Cc1ccnc(CCl)c1, Cl, [Na+], O, Sc1ncnc2ccccc12. Yields the product Cc1ccnc(CSc2ncnc3ccccc23)c1. As a reaction SMILES: [CH3:1][O-:2].[CH3:26][OH:27].[Cl:16][CH2:17][c:18]1[n:19][cH:20][cH:21][c:22]([CH3:24])[cH:23]1.[ClH:15].[Na+:3].[OH2:25].[SH:4][c:5]1[n:6][cH:7][n:8][c:9]2[cH:10][cH:11][cH:12][cH:13][c:14]12>>[S:4]([c:5]1[n:6][cH:7][n:8][c:9]2[cH:10][cH:11][cH:12][cH:13][c:14]12)[CH2:17][c:18]1[n:19][cH:20][cH:21][c:22]([CH3:24])[cH:23]1. Starting materials: O=C([O-])[O-], SCc1ccccc1, O=C(O)c1cccnc1Cl, [K+], [K+], CN(C)C=O, O. RXN SMILES: [C:1](=[O:2])([O-:3])[O-:4].[CH2:22]([c:23]1[cH:24][cH:25][cH:26][cH:27][cH:28]1)[SH:29].[Cl:12][c:13]1[c:14]([C:15](=[O:16])[OH:17])[cH:18][cH:19][cH:20][n:21]1.[K+:5].[K+:6].[O:7]=[CH:8][N:9]([CH3:10])[CH3:11].[OH2:30]>>[c:13]1([S:29][CH2:22][c:23]2[cH:24][cH:25][cH:26][cH:27][cH:28]2)[c:14]([C:15](=[O:16])[OH:17])[cH:18][cH:19][cH:20][n:21]1. The product is O=C(O)c1cccnc1SCc1ccccc1. Reactants: CCOP(=O)(CC#N)OCC, CCn1cc2c(C=O)cccc2n1, [Cl-], [H-], [NH4+], [Na+], C1CCOC1. The product is CCn1cc2c(C=CC#N)cccc2n1. Reaction SMILES: [C:1](#[N:2])[CH2:3][P:4](=[O:5])([O:6][CH2:7][CH3:8])[O:9][CH2:10][CH3:11].[CH2:14]([CH3:15])[n:16]1[n:17][c:18]2[cH:19][cH:20][cH:21][c:22]([CH:25]=[O:26])[c:23]2[cH:24]1.[Cl-:32].[H-:12].[NH4+:33].[Na+:13].[O:27]1[CH2:28][CH2:29][CH2:30][CH2:31]1>>[C:1](#[N:2])[CH:3]=[CH:25][c:22]1[cH:21][cH:20][cH:19][c:18]2[n:17][n:16]([CH2:14][CH3:15])[cH:24][c:23]21.